Dataset: the Open Reaction Database (ORD), a public repository of structured organic reaction records. Task: describe an organic reaction: reactants, conditions, products, and yield Reactants: CC(C)(C)[O-], CC1(C)c2cccc(P(c3ccccc3)c3ccccc3)c2Oc2c(P(c3ccccc3)c3ccccc3)cccc21, O=c1ccc(-c2ccccc2)nn1CCOc1ccnc(Cl)c1, NC(=O)N1CCCC1, [Na+], CC(=O)[O-], CC(=O)[O-], C1COCCO1, O, [Pd+2]. The product is O=C(Nc1cc(OCCn2nc(-c3ccccc3)ccc2=O)ccn1)N1CCCC1. RXN SMILES: [CH3:33][C:34]([CH3:35])([O-:36])[CH3:37].[CH3:39][C:40]1([CH3:41])[c:42]2[cH:43][cH:44][cH:45][c:46]([P:47]([c:48]3[cH:49][cH:50][cH:51][cH:52][cH:53]3)[c:54]3[cH:55][cH:56][cH:57][cH:58][cH:59]3)[c:60]2[O:61][c:62]2[c:63]1[cH:64][cH:65][cH:66][c:67]2[P:68]([c:69]1[cH:70][cH:71][cH:72][cH:73][cH:74]1)[c:75]1[cH:76][cH:77][cH:78][cH:79][cH:80]1.[Cl:1][c:2]1[n:3][cH:4][cH:5][c:6]([O:8][CH2:9][CH2:10][n:11]2[n:12][c:13](-[c:18]3[cH:19][cH:20][cH:21][cH:22][cH:23]3)[cH:14][cH:15][c:16]2=[O:17])[cH:7]1.[N:24]1([C:29](=[O:30])[NH2:31])[CH2:25][CH2:26][CH2:27][CH2:28]1.[Na+:38].[O-:82][C:83]([CH3:84])=[O:85].[O-:86][C:87]([CH3:88])=[O:89].[O:90]1[CH2:91][CH2:92][O:93][CH2:94][CH2:95]1.[OH2:32].[Pd+2:81]>>[c:2]1([NH:31][C:29]([N:24]2[CH2:25][CH2:26][CH2:27][CH2:28]2)=[O:30])[n:3][cH:4][cH:5][c:6]([O:8][CH2:9][CH2:10][n:11]2[n:12][c:13](-[c:18]3[cH:19][cH:20][cH:21][cH:22][cH:23]3)[cH:14][cH:15][c:16]2=[O:17])[cH:7]1. Starting materials: [BH4-], COc1ccc(C(=O)CN2CCC(N3Cc4ccccc4NC3=O)CC2)cc1OC, CO, [Na+]. Yields the product COc1ccc(C(O)CN2CCC(N3Cc4ccccc4NC3=O)CC2)cc1OC. As a reaction SMILES: [BH4-:31].[CH3:1][O:2][c:3]1[cH:4][c:5]([C:6](=[O:7])[CH2:8][N:9]2[CH2:10][CH2:11][CH:12]([N:15]3[C:16](=[O:25])[NH:17][c:18]4[cH:19][cH:20][cH:21][cH:22][c:23]4[CH2:24]3)[CH2:13][CH2:14]2)[cH:26][cH:27][c:28]1[O:29][CH3:30].[CH3:33][OH:34].[Na+:32]>>[CH3:1][O:2][c:3]1[cH:4][c:5]([CH:6]([OH:7])[CH2:8][N:9]2[CH2:10][CH2:11][CH:12]([N:15]3[C:16](=[O:25])[NH:17][c:18]4[cH:19][cH:20][cH:21][cH:22][c:23]4[CH2:24]3)[CH2:13][CH2:14]2)[cH:26][cH:27][c:28]1[O:29][CH3:30].